Dataset: the Open Reaction Database (ORD), a public repository of structured organic reaction records. Task: describe an organic reaction: reactants, conditions, products, and yield Starting materials: CCO, O=[N+]([O-])c1ccc(CNCCN2CCCC2)cc1, NN, O. Product: Nc1ccc(CNCCN2CCCC2)cc1. RXN SMILES: [CH3:22][CH2:23][OH:24].[N+:1]([O-:2])(=[O:3])[c:4]1[cH:5][cH:6][c:7]([CH2:8][NH:9][CH2:10][CH2:11][N:12]2[CH2:13][CH2:14][CH2:15][CH2:16]2)[cH:17][cH:18]1.[NH2:20][NH2:21].[OH2:19]>>[NH2:1][c:4]1[cH:5][cH:6][c:7]([CH2:8][NH:9][CH2:10][CH2:11][N:12]2[CH2:13][CH2:14][CH2:15][CH2:16]2)[cH:17][cH:18]1. Procedure: In 40 ml of chloroform was dissolved 820 mg of 3,4,5,6,7,8-hexahydro-2-chloromethyl-3-(2-chlorophenyl)-4-oxo(1)-benzothieno[2,3-d]pyrimidine, and 300 mg of potassium carbonate was added. Further, 310 mg of 1-ethylpiperazine was added dropwise. The mixture was heated under reflux for 5 hours. The reaction mixture was filtered, and the filtrate was concentrated under reduced pressure to give an oily substance, which was purified by silica gel chromatography. The obtained white crystals were recrys... Yield: 68.4%. The solvent is C(Cl)(Cl)Cl (chloroform). Reactants: ClCC=1N(C(C2=C(N1)SC1=C2CCCC1)=O)C1=C(C=CC=C1)Cl (3,4,5,6,7,8-hexahydro-2-chloromethyl-3-(2-chlorophenyl)-4-oxo(1)-benzothieno[2,3-d]pyrimidine), C([O-])([O-])=O.[K+].[K+] (potassium carbonate), C(C)N1CCNCC1 (1-ethylpiperazine). Yields the product ClC1=C(C=CC=C1)N1C(=NC2=C(C1=O)C1=C(S2)CCCC1)CN1CCN(CC1)CC (3,4,5,6,7,8-Hexahydro-3-(2-chlorophenyl)-2-(4-ethyl-1-piperazinylmethyl)-4-oxo(1)benzothieno[2,3-d]pyrimidine). Reaction SMILES: Cl[CH2:2][C:3]1[N:4]([C:17]2[CH:22]=[CH:21][CH:20]=[CH:19][C:18]=2[Cl:23])[C:5](=[O:16])[C:6]2[C:11]3[CH2:12][CH2:13][CH2:14][CH2:15][C:10]=3[S:9][C:7]=2[N:8]=1.C(=O)([O-])[O-].[K+].[K+].[CH2:30]([N:32]1[CH2:37][CH2:36][NH:35][CH2:34][CH2:33]1)[CH3:31]>C(Cl)(Cl)Cl>[Cl:23][C:18]1[CH:19]=[CH:20][CH:21]=[CH:22][C:17]=1[N:4]1[C:5](=[O:16])[C:6]2[C:11]3[CH2:12][CH2:13][CH2:14][CH2:15][C:10]=3[S:9][C:7]=2[N:8]=[C:3]1[CH2:2][N:35]1[CH2:36][CH2:37][N:32]([CH2:30][CH3:31])[CH2:33][CH2:34]1 |f:1.2.3|.